Dataset: the Open Reaction Database (ORD), a public repository of structured organic reaction records. Task: describe an organic reaction: reactants, conditions, products, and yield Reactants: O=C([O-])[O-], Cc1nc(NC(=O)CCCBr)sc1C(=O)NCc1ccccc1, CC(C)=O, [K+], [K+], O. Product: Cc1nc(N2CCCC2=O)sc1C(=O)NCc1ccccc1. Reaction SMILES: [C:24](=[O:25])([O-:26])[O-:27].[CH2:1]([c:2]1[cH:3][cH:4][cH:5][cH:6][cH:7]1)[NH:8][C:9](=[O:10])[c:11]1[c:12]([CH3:23])[n:13][c:14]([NH:16][C:17]([CH2:18][CH2:19][CH2:20][Br:21])=[O:22])[s:15]1.[CH3:30][C:31](=[O:32])[CH3:33].[K+:28].[K+:29].[OH2:34]>>[CH2:1]([c:2]1[cH:3][cH:4][cH:5][cH:6][cH:7]1)[NH:8][C:9](=[O:10])[c:11]1[c:12]([CH3:23])[n:13][c:14]([N:16]2[C:17](=[O:22])[CH2:18][CH2:19][CH2:20]2)[s:15]1. The reactants are NC1=CC=C(C=C1)C1CC(CCC1)CC(=O)OCC (ethyl [3-(4-aminophenyl)cyclohexyl]acetate), NC1=CC=C(C=C1)C1CC(CCC1)CC(=O)OCC (ethyl [3-(4-aminophenyl)cyclohexyl]acetate), C1(=CC=CC=C1)C(C1=CC=CC=C1)=NC1=CC=C(C=C1)[C@H]1CC(CC1)=CC(=O)OCC (ethyl ((3R)-3-{4-[(diphenylmethylene)amino]phenyl}cyclopentylidene)acetate). Yields the product NC1=CC=C(C=C1)[C@H]1CC(CC1)=CC(=O)OCC (Ethyl [(3R)-3-(4-aminophenyl)cyclopentylidene]acetate). RXN SMILES: [NH2:1][C:2]1[CH:7]=[CH:6][C:5]([CH:8]2[CH2:13][CH2:12]C[CH:10]([CH2:14][C:15]([O:17][CH2:18][CH3:19])=[O:16])[CH2:9]2)=[CH:4][CH:3]=1.C1(C(=NC2C=CC([C@@H]3CCC(=CC(OCC)=O)C3)=CC=2)C2C=CC=CC=2)C=CC=CC=1>>[NH2:1][C:2]1[CH:3]=[CH:4][C:5]([C@@H:8]2[CH2:13][CH2:12][C:10](=[CH:14][C:15]([O:17][CH2:18][CH3:19])=[O:16])[CH2:9]2)=[CH:6][CH:7]=1. Procedure details: Following the procedure described for ethyl [3-(4-aminophenyl)cyclohexyl]acetate (Intermediate 891v), replacing ethyl (3-{4[(diphenylmethylene)amino]phenyl}cyclohexyl)acetate with ethyl ((3R)-3-{4-[(diphenylmethylene)amino]phenyl}cyclopentylidene)acetate the title compound was obtained; 1H NMR δ 1.17-1.22 (3H, m), 1.57-1.68 (1H, m), 2.27-2.48 (2H, m), 2.53 (OH, s), 2.56-2.68 (1H, m), 2.74-2.76 (1H, m), 2.93-3.00 (1H, m), 3.15-3.24 (0.5H, m), 3.69-3.71 (0.5H, m), 4.01-4.12 (2H, m), 4.79-4.83 (2H,... Starting materials: [H-].[Na+] (NaH), ClC=1C=C(C=NC1Cl)CNC(C)=O (N-(5,6-dichloro-pyridin-3-ylmethyl)-acetamide), IC (iodomethane). The solvent is CN(C)C=O (DMF), CCOC(=O)C (EtOAc). Product: ClC=1C=C(C=NC1Cl)CN(C(C)=O)C (N-(5,6-Dichloro-pyridin-3-ylmethyl)-N-methyl-acetamide). As a reaction SMILES: [H-].[Na+].[Cl:3][C:4]1[CH:5]=[C:6]([CH2:11][NH:12][C:13](=[O:15])[CH3:14])[CH:7]=[N:8][C:9]=1[Cl:10].I[CH3:17]>CN(C=O)C.CCOC(C)=O>[Cl:3][C:4]1[CH:5]=[C:6]([CH2:11][N:12]([CH3:17])[C:13](=[O:15])[CH3:14])[CH:7]=[N:8][C:9]=1[Cl:10] |f:0.1|. Procedure details: NaH (41 mg, 1.0 mmol, Aldrich, 60% dispersion in mineral oil) was added portionwise to a solution of N-(5,6-dichloro-pyridin-3-ylmethyl)-acetamide (150 mg, 0.68 mmol, Example 155d) and iodomethane (0.063 mL, 1.0 mmol, Aldrich) in DMF (3.0 mL) with stirring at room temperature. The mixture was stirred for 30 min at room temperature, diluted with EtOAc (30 mL), washed with water (20 mL) and brine (20 mL), dried over Na2SO4, and filtered. The filtrate was evaporated in vacuo and the residue was pur... The reactants are [I-].C[NH+]1C(N(C=C1)C)C (1,2,3-trimethyl-1H-imidazolium iodide), [OH-].[K+] (potassium hydroxide), COC1=CC=C(C=O)C=C1 (4-methoxybenzaldehyde). Run in C(C)O (ethanol). The product is [I-].COC1=CC=C(C=C1)C=CC1[NH+](C=CN1C)C (2-[2-(4-methoxyphenyl)ethenyl]-1,3-dimethyl-1H-imidazolium iodide). As a reaction SMILES: [I-:1].[CH3:2][NH+:3]1[CH:7]=[CH:6][N:5]([CH3:8])[CH:4]1[CH3:9].[OH-].[K+].[CH3:12][O:13][C:14]1[CH:21]=[CH:20][C:17]([CH:18]=O)=[CH:16][CH:15]=1>C(O)C>[I-:1].[CH3:12][O:13][C:14]1[CH:21]=[CH:20][C:17]([CH:18]=[CH:9][CH:4]2[N:5]([CH3:8])[CH:6]=[CH:7][NH+:3]2[CH3:2])=[CH:16][CH:15]=1 |f:0.1,2.3,6.7|. Procedure: A mixture of 10 g of 1,2,3-trimethyl-1H-imidazolium iodide, 2.0 g of potassium hydroxide and 10 ml of 4-methoxybenzaldehyde is refluxed in 50 ml of absolute ethanol for 15 minutes during which time a precipitate is formed. The reaction mixture is cooled and the solid is filtered off. Crystallization from absolute ethanol yields 9.1 g of the title compound, melting point 289°-291° C.